Dataset: the Open Reaction Database (ORD), a public repository of structured organic reaction records. Task: describe an organic reaction: reactants, conditions, products, and yield Starting materials: CN(C)C=O, SC1=Nc2c(Cl)cc(Cl)c3cccc1c23, NCCCCCn1ccnc1. Product: Clc1cc(Cl)c2cccc3c2c1N=C3NCCCCCn1ccnc1. Reaction SMILES: [CH3:27][N:28]([CH3:29])[CH:30]=[O:31].[Cl:1][c:2]1[c:3]2[c:4]3[c:5]([cH:13][cH:14][cH:15]2)[C:6]([SH:12])=[N:7][c:8]3[c:9]([Cl:11])[cH:10]1.[n:16]1([CH2:21][CH2:22][CH2:23][CH2:24][CH2:25][NH2:26])[cH:17][n:18][cH:19][cH:20]1>>[Cl:1][c:2]1[c:3]2[c:4]3[c:5]([cH:13][cH:14][cH:15]2)[C:6]([NH:26][CH2:25][CH2:24][CH2:23][CH2:22][CH2:21][n:16]2[cH:17][n:18][cH:19][cH:20]2)=[N:7][c:8]3[c:9]([Cl:11])[cH:10]1. The reactants are CO (MeOH), C(C)(C)OC=1C=CC=C2C(=NC(=NC12)C)C1=CC=CC=C1 (8-isopropoxy-2-methyl-4-phenyl-quinazoline), B(Cl)(Cl)Cl (BCl3), solution. The solvent is ClCCl (dichloromethane), ClCCl (dichloromethane). Reaction conditions: time 2 hour. Product: OC=1C=CC=C2C(=NC(=NC12)C)C1=CC=CC=C1 (8-hydroxy-2-methyl-4-phenyl-quinazoline). RXN SMILES: C([O:4][C:5]1[CH:6]=[CH:7][CH:8]=[C:9]2[C:14]=1[N:13]=[C:12]([CH3:15])[N:11]=[C:10]2[C:16]1[CH:21]=[CH:20][CH:19]=[CH:18][CH:17]=1)(C)C.B(Cl)(Cl)Cl.CO>ClCCl>[OH:4][C:5]1[CH:6]=[CH:7][CH:8]=[C:9]2[C:14]=1[N:13]=[C:12]([CH3:15])[N:11]=[C:10]2[C:16]1[CH:17]=[CH:18][CH:19]=[CH:20][CH:21]=1. Procedure: To a stirred solution of 8-isopropoxy-2-methyl-4-phenyl-quinazoline (36) (0.34 mmol) in dichloromethane (2 mL) at −78° C. was added BCl3 (1.36 mL of a 1 M solution in dichloromethane, 1.36 mmol). The reaction mixture was allowed to warm to RT (over 2 h) and stirred for a further 2 h. MeOH (5 mL) was added and the mixture was concentrated to dryness. The process was repeated four times. Further washing of the remaining residue with diethyl ether (2 mL×3) provided 8-hydroxy-2-methyl-4-phenyl-quina... The reactants are Cl.N1=CC=CC=C1 (pyridine hydrochloride), CS(=O)(=O)C1=CC=C(C=C1)C1=C(C2=CC=C(C=C2C=C1)OC)CC1=CC=C(C=C1)OCCN1CCCCC1 ([2-(4-Methanesulfonyl-phenyl)-6-methoxy-naphthalen-1-yl]-[4-(2-piperidin-1-yl-ethoxy)-phenyl]-methane). Conditions: temperature 200 celsius. Yields the product Cl.CS(=O)(=O)C1=CC=C(C=C1)C=1C(=C2C=CC(=CC2=CC1)O)CC1=CC=C(C=C1)OCCN1CCCCC1 (6-(4-Methanesulfonyl-phenyl)-5-[4-(2-piperidin-1-yl-ethoxy)-benzyl]-naphthalen-2-ol Hydrochloride). The yield is 79.3%. RXN SMILES: [ClH:1].N1C=CC=CC=1.[CH3:8][S:9]([C:12]1[CH:17]=[CH:16][C:15]([C:18]2[CH:27]=[CH:26][C:25]3[C:20](=[CH:21][CH:22]=[C:23]([O:28]C)[CH:24]=3)[C:19]=2[CH2:30][C:31]2[CH:36]=[CH:35][C:34]([O:37][CH2:38][CH2:39][N:40]3[CH2:45][CH2:44][CH2:43][CH2:42][CH2:41]3)=[CH:33][CH:32]=2)=[CH:14][CH:13]=1)(=[O:11])=[O:10]>>[ClH:1].[CH3:8][S:9]([C:12]1[CH:17]=[CH:16][C:15]([C:18]2[C:19]([CH2:30][C:31]3[CH:36]=[CH:35][C:34]([O:37][CH2:38][CH2:39][N:40]4[CH2:45][CH2:44][CH2:43][CH2:42][CH2:41]4)=[CH:33][CH:32]=3)=[C:20]3[C:25](=[CH:26][CH:27]=2)[CH:24]=[C:23]([OH:28])[CH:22]=[CH:21]3)=[CH:14][CH:13]=1)(=[O:11])=[O:10] |f:0.1,3.4|. Procedure: Add pyridine hydrochloride (4 g) to the compound of Example 77 (110 mg, 0.21 mmol). Purge with nitrogen, cap the vessel and heat to 200° C. for 2 hours. Cool the reaction mixture and dilute with saturated aqueous NaHCO3. Extract with CH2Cl2, dry over Na2SO4, filter and concentrate. Purify the crude product by flash chromatography (0-10% MeOH/CH2Cl2). Dissolve the product in 1:1 CH3CN/1M aqueous HCl and lyophilize to afford 92 mg of the title compound (80%). LCMS: m/z=516 (M+H)+−HCl. Starting materials: Cl, CN(C(=O)N(C)C1CNCC1c1ccc(F)cc1)c1cc(C(F)(F)F)cc(C(F)(F)F)c1, O=C(O)c1nccs1. The product is CN(C(=O)N(C)C1CN(C(=O)c2nccs2)CC1c1ccc(F)cc1)c1cc(C(F)(F)F)cc(C(F)(F)F)c1. RXN SMILES: [ClH:1].[F:2][C:3]([c:4]1[cH:5][c:6]([N:14]([C:15](=[O:16])[N:17]([CH3:18])[CH:19]2[CH2:20][NH:21][CH2:22][CH:23]2[c:24]2[cH:25][cH:26][c:27]([F:30])[cH:28][cH:29]2)[CH3:31])[cH:7][c:8]([C:10]([F:11])([F:12])[F:13])[cH:9]1)([F:32])[F:33].[s:34]1[c:35]([C:39](=[O:40])[OH:41])[n:36][cH:37][cH:38]1>>[F:2][C:3]([c:4]1[cH:5][c:6]([N:14]([C:15](=[O:16])[N:17]([CH3:18])[CH:19]2[CH2:20][N:21]([C:39]([c:35]3[s:34][cH:38][cH:37][n:36]3)=[O:40])[CH2:22][CH:23]2[c:24]2[cH:25][cH:26][c:27]([F:30])[cH:28][cH:29]2)[CH3:31])[cH:7][c:8]([C:10]([F:11])([F:12])[F:13])[cH:9]1)([F:32])[F:33]. Product: CN(CCOC1=C(C=CC(=C1)[N+](=O)[O-])OC)C (2-(2-Dimethylaminoethoxy)-4-nitroanisole). Run in COCCOC (1,2-dimethoxyethane). The yield is 86.2%. Reaction SMILES: [CH3:1][O:2][C:3]1[CH:8]=[CH:7][C:6]([N+:9]([O-:11])=[O:10])=[CH:5][C:4]=1[OH:12].C(=O)([O-])[O-].[K+].[K+].Cl.[CH3:20][N:21]([CH3:25])[CH2:22][CH2:23]Cl>COCCOC>[CH3:20][N:21]([CH3:25])[CH2:22][CH2:23][O:12][C:4]1[CH:5]=[C:6]([N+:9]([O-:11])=[O:10])[CH:7]=[CH:8][C:3]=1[O:2][CH3:1] |f:1.2.3,4.5|. Procedure details: A stirred solution of 2-methoxy-5-nitrophenol (10 g, 0.059 mole) in 1,2-dimethoxyethane (80 ml) was treated with saturated aqueous potassium carbonate solution (32 ml) followed by 2-dimethylaminoethyl chloride hydrochloride (8.2 g, 0.057 mole) and heated under reflux for 17 hours. A further quantity of 2-dimethylaminoethyl chloride hydrochloride (4.0 g, 0.029 mole) was added and reflux was continued for 18 hours. The mixture was then concentrated in vacuo and the residue treated with 10% Na2 CO3... The reactants are COC1=C(C=C(C=C1)[N+](=O)[O-])O (2-methoxy-5-nitrophenol), C([O-])([O-])=O.[K+].[K+] (potassium carbonate), Cl.CN(CCCl)C (2-dimethylaminoethyl chloride hydrochloride), Cl.CN(CCCl)C (2-dimethylaminoethyl chloride hydrochloride). Run at time 18 hour.